From a dataset of the Open Reaction Database (ORD), a public repository of structured organic reaction records. describe an organic reaction: reactants, conditions, products, and yield As a reaction SMILES: [CH3:1][C:2]([CH3:7])([CH2:5][OH:6])[CH:3]=O.[CH3:8][C:9]1[CH:14]=[CH:13][CH:12]=[C:11]([CH3:15])[C:10]=1[OH:16].CNC.[H][H]>[Ni].CO.O>[CH3:8][C:9]1[CH:14]=[C:13]([CH2:3][C:2]([CH3:1])([CH3:7])[CH2:5][OH:6])[CH:12]=[C:11]([CH3:15])[C:10]=1[OH:16]. The reagents and catalysts are [Ni] (Ni). Yields the product CC=1C=C(C=C(C1O)C)CC(CO)(C)C (3-(3,5-dimethyl-4-hydroxyphenyl)-2,2-dimethylpropanol). Starting materials: CC(C=O)(CO)C (2,2-dimethyl-3-hydroxypropanal), [H][H] (hydrogen), CC1=C(C(=CC=C1)C)O (2,6-dimethylphenol), CNC (dimethylamine). Solvent: O (water), CO (methanol). Isolated yield 92.0%. Procedure: 125 g (1 mol) of 80% strength aqueous 2,2-dimethyl-3-hydroxypropanal (crude mixture from the synthesis, reduced to a water content of 20%. by distillation), 109 g (0.9 mol) of 2,6-dimethylphenol, 12 g (0.11 mol) of 40% strength aqueous dimethylamine and 700 g of methanol are reacted in a stirred autoclave at 180° C. under autogenous pressure of 20-30 bar for 10 h. After the autoclave has cooled and the pressure has been released, 19 g of Raney Ni (0.02 parts based on complete mixture) are added ... Starting materials: [Cl-], Cl, O=N[O-], CCOC(=O)c1ccc2c(c1)CCC(Cc1cnc(N)s1)C2, [Na+], [Na+], [Na+], O=C([O-])[O-], O, O=[N+]([O-])O, O=P(O)(O)O. The product is CCOC(=O)c1ccc2c(c1)CCC(Cc1cncs1)C2. Reaction SMILES: [Cl-:31].[ClH:44].[N:27]([O-:28])=[O:29].[NH2:1][c:2]1[s:3][c:4]([CH2:7][CH:8]2[CH2:9][c:10]3[cH:11][cH:12][c:13]([C:18](=[O:19])[O:20][CH2:21][CH3:22])[cH:14][c:15]3[CH2:16][CH2:17]2)[cH:5][n:6]1.[Na+:30].[Na+:32].[Na+:33].[O-:34][C:35](=[O:36])[O-:37].[OH2:43].[OH:23][N+:24](=[O:25])[O-:26].[P:38](=[O:39])([OH:40])([OH:41])[OH:42]>>[cH:2]1[s:3][c:4]([CH2:7][CH:8]2[CH2:9][c:10]3[cH:11][cH:12][c:13]([C:18](=[O:19])[O:20][CH2:21][CH3:22])[cH:14][c:15]3[CH2:16][CH2:17]2)[cH:5][n:6]1.